From a dataset of the Open Reaction Database (ORD), a public repository of structured organic reaction records. describe an organic reaction: reactants, conditions, products, and yield Starting materials: ClC1=C(N=C2N1C=CC=C2NC(C(C)(C)C)=O)C (3-chloro-2-methyl-8-pivaloylaminoimidazo[1,2-a]pyridine), S(O)(O)(=O)=O (sulfuric acid), [OH-].[Na+] (sodium hydroxide). Solvent: O (water). Conditions: temperature 100 celsius, time 1 hour. The product is NC=1C=2N(C=CC1)C(=CN2)Cl (8-Amino-3-chloroimidazo[1,2-a]pyridine). As a reaction SMILES: [Cl:1][C:2]1[N:6]2[CH:7]=[CH:8][CH:9]=[C:10]([NH:11]C(=O)C(C)(C)C)[C:5]2=[N:4][C:3]=1C.S(=O)(=O)(O)O.[OH-].[Na+]>O>[NH2:11][C:10]1[C:5]2[N:6]([C:2]([Cl:1])=[CH:3][N:4]=2)[CH:7]=[CH:8][CH:9]=1 |f:2.3|. Procedure: A suspension of 3-chloro-2-methyl-8-pivaloylaminoimidazo[1,2-a]pyridine (4.0 g, 15 mmol) in 60% strength sulfuric acid (25 ml) is stirred at 100° C. for 1 h. After cooling to RT, water (100 ml) is added and the mixture is adjusted to pH 10 using 10 N sodium hydroxide solution. It is then extracted with ethyl acetate (3×50 ml). The combined organic extracts are washed with water (50 ml), dried over magnesium sulfate and concentrated. The residue is taken up in boiling toluene, clarified with sili... The reactants are BrC1=CC=C(C=C1)C1=CC=C(C=C1)OC (4-bromo-4'-methoxybiphenyl), dichlorobis(triphenylphosphine) nickel, C1(=CC=CC=C1)P(C1=CC=CC=C1)C1=CC=CC=C1 (triphenylphosphine), BrCC(=O)OCC (ethyl bromoacetate), C(C)[Mg]Br (ethylmagnesium bromide), Cl (hydrochloric acid). The reagents and catalysts are [Zn] (zinc). The solvent is CN(P(N(C)C)(N(C)C)=O)C (hexamethylphosphoric triamide), O1CCCC1 (tetrahydrofuran), COCOC (dimethoxymethane), CCOCC (ether), COCOC (dimethoxymethane), CCOCC (ether). Conditions: time 1 hour. The product is COC1=CC=C(C=C1)C1=CC=C(C=C1)CC(=O)OCC (ethyl 4-(4-methoxyphenyl)phenylacetate). Isolated yield 48.7%. RXN SMILES: C1(P(C2C=CC=CC=2)C2C=CC=CC=2)C=CC=CC=1.C([Mg]Br)C.Br[C:25]1[CH:30]=[CH:29][C:28]([C:31]2[CH:36]=[CH:35][C:34]([O:37][CH3:38])=[CH:33][CH:32]=2)=[CH:27][CH:26]=1.Br[CH2:40][C:41]([O:43][CH2:44][CH3:45])=[O:42].Cl>CCOCC.O1CCCC1.COCOC.[Zn].CN(C)P(=O)(N(C)C)N(C)C>[CH3:38][O:37][C:34]1[CH:35]=[CH:36][C:31]([C:28]2[CH:29]=[CH:30][C:25]([CH2:40][C:41]([O:43][CH2:44][CH3:45])=[O:42])=[CH:26][CH:27]=2)=[CH:32][CH:33]=1. Reported procedure: A solution of 2.6 g (4.0 mmol) of dichlorobis(triphenylphosphine) nickel and 2.1 g (8.0 mmol) of triphenylphosphine in 30 ml of ether was cooled to 0° C. in an argon atmosphere. To this solution, 1.8 M ethylmagnesium bromide solution in ether was added in an amount of 4.4 ml (8.0 mmol). The resulting mixture was stirred for 1 hour, and the solvent was then removed by evaporation under reduced pressure. To the residue was added a solution of 4.3 g (16.4 mmol) of 4-bromo-4'-methoxybiphenyl in 20 m... As a reaction SMILES: [CH2:1]([c:2]1[cH:3][cH:4][cH:5][cH:6][cH:7]1)[O:8][c:9]1[cH:10][c:11]([CH:17]([C:18](=[O:19])[OH:20])[O:21][CH3:22])[cH:12][cH:13][c:14]1[O:15][CH3:16].[CH3:23][CH2:24][OH:25]>>[OH:8][c:9]1[cH:10][c:11]([CH:17]([C:18](=[O:19])[OH:20])[O:21][CH3:22])[cH:12][cH:13][c:14]1[O:15][CH3:16]. The product is COc1ccc(C(OC)C(=O)O)cc1O. Starting materials: COc1ccc(C(OC)C(=O)O)cc1OCc1ccccc1, CCO. Reactants: C(CC(C)C)=O (Isovaleraldehyde), 11B, N(CCO)CCO (diethanolamine), B([O-])[O-] (boronate), C(C)=O (acetaldehyde), CC1=CCC2CC1C2(C)C (α-pinene), B[O-] (borinate), 11B. The solvent is CCOCC (ether), C1CCOC1 (THF). Run at temperature -78 celsius, time 1 hour. Product: CC(C)C[C@@H](CC(=C)C=C)O ((+)-ipsenol). Yield: 60.0%. RXN SMILES: [CH:1](=[O:6])[CH2:2][CH:3]([CH3:5])[CH3:4].B[O-].C(=O)C.[CH3:12][C:13]1[CH:18]2C(C)(C)C(C2)[CH2:15][CH:14]=1.B([O-])[O-].N(CCO)CCO>CCOCC.C1COCC1>[CH3:4][CH:3]([CH2:2][C@H:1]([OH:6])[CH2:18][C:13]([CH:14]=[CH2:15])=[CH2:12])[CH3:5]. Reported procedure: Isovaleraldehyde (2.15 g, 2.68 mL, 25 mmol) in ether (6 mL) was added dropwise to a rapidly stirred solution of B-isoprenyldiisopinocampheylborane, dIpc2BIpn, maintained at -78° C. Stirring was continued for 1 h, when the 11B NMR spectrum of an aliquot showed a peak at δ52 ppm corresponding to a borinate indicating completion of the reaction. The reaction mixture was warmed to 0° C. and acetaldehyde (2.1 mL, 37.5 mmol) was added when one equiv of α-pinene was eliminated. 11B NMR showed a peak at... The reactants are BrCC(=O)OC (methyl bromoacetate), FCCNC1=CC(=C(C#N)C=C1)C(F)(F)F (4-[(2-fluoroethyl)amino]-2-(trifluoromethyl)benzonitrile), FCCN(C1=CC(=C(C#N)C=C1)C(F)(F)F)CCF (4-[bis(2-fluoroethyl)amino]-2-(trifluoromethyl)benzonitrile), C(=O)([O-])[O-].[Cs+].[Cs+] (Cs2CO3), BrCC(=O)OC (methyl bromoacetate). Run in C(C)#N (acetonitrile). Run at temperature 85 celsius. Yields the product C(#N)C1=C(C=C(C=C1)N(CC(=O)OC)CCF)C(F)(F)F (Methyl N-[4-cyano-3-(trifluoromethyl)phenyl]-N-(2-fluoroethyl)glycinate). Isolated yield 50.0%. RXN SMILES: [F:1][CH2:2][CH2:3][NH:4][C:5]1[CH:12]=[CH:11][C:8]([C:9]#[N:10])=[C:7]([C:13]([F:16])([F:15])[F:14])[CH:6]=1.FCCN(CCF)C1C=CC(C#N)=C(C(F)(F)F)C=1.C([O-])([O-])=O.[Cs+].[Cs+].Br[CH2:43][C:44]([O:46][CH3:47])=[O:45]>C(#N)C>[C:9]([C:8]1[CH:11]=[CH:12][C:5]([N:4]([CH2:3][CH2:2][F:1])[CH2:43][C:44]([O:46][CH3:47])=[O:45])=[CH:6][C:7]=1[C:13]([F:14])([F:15])[F:16])#[N:10] |f:2.3.4|. Reported procedure: To a solution of a 6:1 mixture of 4-[(2-fluoroethyl)amino]-2-(trifluoromethyl)benzonitrile and 4-[bis(2-fluoroethyl)amino]-2-(trifluoromethyl)benzonitrile (0.100 g) in acetonitrile (3 mL) was added Cs2CO3 (0.169 g, 0.52 mmol) and methyl bromoacetate (0.080 g, 0.52 mmol). The mixture was heated at 85° C. for 2 h. Upon cooling, additional methyl bromoacetate (0.080 g, 0.52 mmol) was added and heated at 85° C. for 8 h. Upon cooling, the mixture was partitioned between ethyl acetate and water. The o...